Dataset: the Open Reaction Database (ORD), a public repository of structured organic reaction records. Task: describe an organic reaction: reactants, conditions, products, and yield Reactants: C, CC(=O)O, COc1ccccc1C=Cc1ccc(C(=O)OC(C)(C)C)c(Nc2ccc(F)cc2)c1, [Pd]. Product: COc1ccccc1CCc1ccc(C(=O)OC(C)(C)C)c(Nc2ccc(F)cc2)c1. RXN SMILES: [C:32].[CH3:34][C:35](=[O:36])[OH:37].[F:1][c:2]1[cH:3][cH:4][c:5]([NH:6][c:7]2[c:8]([C:9](=[O:10])[O:11][C:12]([CH3:13])([CH3:14])[CH3:15])[cH:16][cH:17][c:18]([CH:20]=[CH:21][c:22]3[c:23]([O:28][CH3:29])[cH:24][cH:25][cH:26][cH:27]3)[cH:19]2)[cH:30][cH:31]1.[Pd:33]>>[F:1][c:2]1[cH:3][cH:4][c:5]([NH:6][c:7]2[c:8]([C:9](=[O:10])[O:11][C:12]([CH3:13])([CH3:14])[CH3:15])[cH:16][cH:17][c:18]([CH2:20][CH2:21][c:22]3[c:23]([O:28][CH3:29])[cH:24][cH:25][cH:26][cH:27]3)[cH:19]2)[cH:30][cH:31]1. The reactants are C(CS)(=O)OC (methyl thioglycolate), O.[OH-].[Li+] (lithium hydroxide hydrate), FC(C(=O)O)(F)F (Trifluoroacetic acid), CC(C)(C)C=1C=C(C=CC1)S[C@H]1[C@@H](CCCC1)O (trans-2-[[3-(1,1-dimethylethyl)phenyl]thio]cyclohexanol). Run in CO (methanol), C(Cl)Cl (methylene chloride), O (Water). Yields the product CC(C)(C)C=1C=C(C=CC1)S[C@H]1[C@@H](CCCC1)SCC(=O)O (trans-[[2-[[3-(1,1-dimethylethyl)phenyl]thio]cyclohexyl]thio]acetic acid). RXN SMILES: FC(F)(F)C(O)=O.[CH3:8][C:9]([C:12]1[CH:13]=[C:14]([S:18][C@@H:19]2[CH2:24][CH2:23][CH2:22][CH2:21][C@H:20]2O)[CH:15]=[CH:16][CH:17]=1)([CH3:11])[CH3:10].[C:26]([O:30]C)(=[O:29])[CH2:27][SH:28].O.[OH-].[Li+]>C(Cl)Cl.O.CO>[CH3:8][C:9]([C:12]1[CH:13]=[C:14]([S:18][C@@H:19]2[CH2:24][CH2:23][CH2:22][CH2:21][C@H:20]2[S:28][CH2:27][C:26]([OH:30])=[O:29])[CH:15]=[CH:16][CH:17]=1)([CH3:11])[CH3:10] |f:3.4.5|. Procedure: Trifluoroacetic acid (10 ml) was added to a solution of the title compound of Example 10 (3.6 g, 0.0136 mole) in methylene chloride (5 ml) with stirring. After several minutes, methyl thioglycolate (1.59 g, 0.015 mole) was added, and the reaction mixture was stirred for 30 minutes. The reaction mixture was poured into methanol (50 ml) containing lithium hydroxide hydrate (12.6 g, 0.30 mole). Water (125 ml) was slowly added to the mixture, and then the mixture was extracted with diethyl ether (10...